From a dataset of the Open Reaction Database (ORD), a public repository of structured organic reaction records. describe an organic reaction: reactants, conditions, products, and yield Yields the product C=C1C(C)C2=CC(=O)C=C(C)C2(C)C2CCC3(C)C(=O)C(F)CC3C12. Starting materials: N#CC1=C(C#N)C(=O)C(Cl)=C(Cl)C1=O, C=C1C(C)C2=CC(=O)CC(C)C2(C)C2CCC3(C)C(=O)C(F)CC3C12, C1COCCO1. As a reaction SMILES: [Cl:26][C:27]1=[C:38]([Cl:39])[C:36](=[O:37])[C:33]([C:34]#[N:35])=[C:30]([C:31]#[N:32])[C:28]1=[O:29].[F:1][CH:2]1[C:3](=[O:25])[C:4]2([CH3:5])[CH:6]([CH2:7]1)[CH:8]1[C:9](=[CH2:24])[CH:10]([CH3:23])[C:11]3=[CH:12][C:13](=[O:22])[CH2:14][CH:15]([CH3:21])[C:16]3([CH3:17])[CH:18]1[CH2:19][CH2:20]2.[O:40]1[CH2:41][CH2:42][O:43][CH2:44][CH2:45]1>>[F:1][CH:2]1[C:3](=[O:25])[C:4]2([CH3:5])[CH:6]([CH2:7]1)[CH:8]1[C:9](=[CH2:24])[CH:10]([CH3:23])[C:11]3=[CH:12][C:13](=[O:22])[CH:14]=[C:15]([CH3:21])[C:16]3([CH3:17])[CH:18]1[CH2:19][CH2:20]2. Starting materials: CCOC(=O)CC(C)c1cn(-c2cccnc2)c2ccccc12, CO, Cl, [Na+], C1CCOC1, [OH-], O. The product is Cl, CC(CC(=O)O)c1cn(-c2cccnc2)c2ccccc12. RXN SMILES: [CH2:1]([CH3:2])[O:3][C:4](=[O:5])[CH2:6][CH:7]([CH3:8])[c:9]1[cH:10][n:11](-[c:18]2[cH:19][n:20][cH:21][cH:22][cH:23]2)[c:12]2[cH:13][cH:14][cH:15][cH:16][c:17]12.[CH3:28][OH:29].[ClH:27].[Na+:26].[O:30]1[CH2:31][CH2:32][CH2:33][CH2:34]1.[OH-:25].[OH2:24]>>[ClH:27].[O:3]=[C:4]([OH:5])[CH2:6][CH:7]([CH3:8])[c:9]1[cH:10][n:11](-[c:18]2[cH:19][n:20][cH:21][cH:22][cH:23]2)[c:12]2[cH:13][cH:14][cH:15][cH:16][c:17]12. Reactants: CCN(C(C)C)C(C)C, Cc1nc(-c2cccc(F)c2)ncc1C(=O)O, Nn1ccc2cc([N+](=O)[O-])ccc21, CN(C)C=O. The product is Cc1nc(-c2cccc(F)c2)ncc1C(=O)Nn1ccc2cc([N+](=O)[O-])ccc21. As a reaction SMILES: [CH:1]([N:2]([CH2:3][CH3:4])[CH:5]([CH3:6])[CH3:7])([CH3:8])[CH3:9].[F:10][c:11]1[cH:12][c:13](-[c:17]2[n:18][cH:19][c:20]([C:24](=[O:25])[OH:26])[c:21]([CH3:23])[n:22]2)[cH:14][cH:15][cH:16]1.[N+:27](=[O:28])([O-:29])[c:30]1[cH:31][c:32]2[cH:33][cH:34][n:35]([NH2:39])[c:36]2[cH:37][cH:38]1.[O:40]=[CH:41][N:42]([CH3:43])[CH3:44]>>[F:10][c:11]1[cH:12][c:13](-[c:17]2[n:18][cH:19][c:20]([C:24](=[O:26])[NH:39][n:35]3[cH:34][cH:33][c:32]4[cH:31][c:30]([N+:27](=[O:28])[O-:29])[cH:38][cH:37][c:36]43)[c:21]([CH3:23])[n:22]2)[cH:14][cH:15][cH:16]1. The product is CN(CC#CCCCCN)C (7-(Dimethylamino)hept-5-ynylamine). Starting materials: ( iii ), ( iv ), C(CCCC#C)N1C(C=2C(C1=O)=CC=CC2)=O (N-5-hexynylphthalimide), C=O (paraformaldehyde), CNC (dimethylamine), O.NN (hydrazine hydrate). Procedure: In a manner similar to Description 1 (iii) and (iv) reaction of N-5-hexynylphthalimide, paraformaldehyde and dimethylamine, followed by treatment with hydrazine hydrate gave the title compound b.p. 110°-20° C. (0.3 mm Hg). RXN SMILES: [CH2:1]([N:7]1[C:11](=O)[C:10]2=[CH:13][CH:14]=[CH:15][CH:16]=[C:9]2[C:8]1=O)CCCC#C.C=O.C[NH:21]C.O.NN>>[CH3:1][N:7]([CH3:11])[CH2:8][C:9]#[C:16][CH2:15][CH2:14][CH2:13][CH2:10][NH2:21] |f:3.4|. The reactants are C(C)OC(=O)C=1N=NC(=CC1Cl)Cl (4,6-Dichloro-pyridazine-3-carboxylic acid ethyl ester), CC1=CC=CC(=N1)N (6-methylpyridin-2-amine), CC1=CC=CC(=N1)N (6-methylpyridin-2-amine). Solvent: C(C)#N (acetonitrile). Reaction conditions: temperature 140 celsius. Product: C(C)OC(=O)C=1N=NC(=CC1NC1=NC(=CC=C1)C)Cl (6-chloro-4-(6-methyl-pyridin-2-ylamino)-pyridazine-3-carboxylic acid ethyl ester). The yield is 36.7%. As a reaction SMILES: [CH2:1]([O:3][C:4]([C:6]1[N:7]=[N:8][C:9]([Cl:13])=[CH:10][C:11]=1Cl)=[O:5])[CH3:2].[CH3:14][C:15]1[N:20]=[C:19]([NH2:21])[CH:18]=[CH:17][CH:16]=1>C(#N)C>[CH2:1]([O:3][C:4]([C:6]1[N:7]=[N:8][C:9]([Cl:13])=[CH:10][C:11]=1[NH:21][C:19]1[CH:18]=[CH:17][CH:16]=[C:15]([CH3:14])[N:20]=1)=[O:5])[CH3:2]. Reported procedure: 4,6-Dichloro-pyridazine-3-carboxylic acid ethyl ester (300 mg, 1.36 mmol) and 6-methylpyridin-2-amine (176 mg, 1.63 mmol) were dissolved in acetonitrile (4.1 mL), then heated at 140° C. for 16 h. A second portion of 6-methylpyridin-2-amine (73 mg, 0.67 mmol) was added. After a further 2 d at 140° C. the reaction mixture was cooled and concentrated in vacuo. Purification by chromatography (silica, 5 to 40% ethyl acetate in hexanes) gave 6-chloro-4-(6-methyl-pyridin-2-ylamino)-pyridazine-3-carboxy... Reactants: ClC1=CC=C2C(=CC=NC2=C1)NC1=CC=C(C(=O)N2CCN(CC2)CC2=CC=CC=C2)C=C1 (1-[p-[ (7-chloro-4-quinolyl)amino]benzoyl]-4-benzylpiperazine), 1-[p-[[(7-trifluoromethyl)- 4-quinolyl]amino]benzoyl]-4-isobutylpiperazine, 1-[p-[[(7-trichloromethyl)-4-quinolyl]amino] benzoyl]-4-methylpiperazine, ClC1=CC=C2C(=CC=NC2=C1)NC1=CC=C(C(=O)N2CCN(CC2)CCCC)C=C1 (1-[p-[(7-chloro- 4-quinolyl)amino]benzoyl]-4-butylpiperazine), CC1=CC=C2C(=CC=NC2=C1)NC1=CC=C(C(=O)N2CCN(CC2)C)C=C1 (1-[p-[(7-methyl-4-quinolyl)amino]benzoyl]- 4-methylpiperazine), 1-[p-[ [(7-trifluoromethyl)-4-quinolyl]amino]benzoyl]-4-benzylpiperazine, C(C)(C)C=1C=C2C(=CC=NC2=CC1)NC1=CC=C(C(=O)N2CCN(CC2)C)C=C1 (1-[p-[(6-isopropyl-4-quinolyl)amino] benzoyl]-4-methylpiperazine), C(C(C)C)OC1=C2C(=CC=NC2=CC=C1)NC1=CC=C(C(=O)N2CCN(CC2)C)C=C1 (1-[p-[(5-isobutoxy-4-quinolyl)amino]benzoyl]-4-methylpiperazine), ClC1=CC=C2C(=CC=NC2=C1)NC1=CC=C(C(=O)N2CCN(CC2)C)C=C1 (1-[p-[ (7-chloro-4-quinolyl)amino]benzoyl]-4-methylpiperazine), N1=CC=C(C2=CC=CC=C12)NC1=CC=C(C(=O)N2CCN(CC2)C)C=C1 (1-[p-[ (4-quinolyl)amino]benzoyl]-4-methylpiperazine), COC=1C=C2C(=CC=NC2=CC1)NC1=CC=C(C(=O)N2CCN(CC2)C)C=C1 (1-[p-[(6-methoxy-4-quinolyl)amino]benzoyl]-4-methylpiperazine). Yields the product 1-[p-[(7-chloro-4 -quinolyl)-N-ethylamino]benzoyl]-4-methylpiperazine,respectively, N1=CC=C(C2=CC=CC=C12)NC1=CC=C(C(=O)N2CC[N+](CC2)(C)[O-])C=C1 (1-[p-[(4 -quinolyl)amino]benzoyl]-4-methylpiperazine-4-oxide). As a reaction SMILES: Cl[C:2]1[CH:11]=[C:10]2[C:5]([C:6]([NH:12][C:13]3[CH:27]=[CH:26][C:16]([C:17]([N:19]4[CH2:24][CH2:23][N:22]([CH3:25])[CH2:21][CH2:20]4)=[O:18])=[CH:15][CH:14]=3)=[CH:7][CH:8]=[N:9]2)=[CH:4][CH:3]=1.N1C2C(=CC=CC=2)C(NC2C=CC(C(N3CCN(C)CC3)=[O:44])=CC=2)=CC=1.ClC1C=C2C(C(NC3C=CC(C(N4CCN(CCCC)CC4)=O)=CC=3)=CC=N2)=CC=1.ClC1C=C2C(C(NC3C=CC(C(N4CCN(CC5C=CC=CC=5)CC4)=O)=CC=3)=CC=N2)=CC=1.COC1C=C2C(=CC=1)N=CC=C2NC1C=CC(C(N2CCN(C)CC2)=O)=CC=1.C(OC1C=CC=C2C=1C(NC1C=CC(C(N3CCN(C)CC3)=O)=CC=1)=CC=N2)C(C)C.CC1C=C2C(C(NC3C=CC(C(N4CCN(C)CC4)=O)=CC=3)=CC=N2)=CC=1.C(C1C=C2C(=CC=1)N=CC=C2NC1C=CC(C(N2CCN(C)CC2)=O)=CC=1)(C)C>>[N:9]1[C:10]2[C:5](=[CH:4][CH:3]=[CH:2][CH:11]=2)[C:6]([NH:12][C:13]2[CH:27]=[CH:26][C:16]([C:17]([N:19]3[CH2:24][CH2:23][N+:22]([O-:44])([CH3:25])[CH2:21][CH2:20]3)=[O:18])=[CH:15][CH:14]=2)=[CH:7][CH:8]=1. Procedure: Similarly, following the above procedure but replacing the 1-[p-[ (7-chloro-4-quinolyl)amino]benzoyl]-4-methylpiperazine as used therein with an equal molar proportion of 1-[p-[ (4-quinolyl)amino]benzoyl]-4-methylpiperazine; 1-[p-[(7-chloro- 4-quinolyl)amino]benzoyl]-4-butylpiperazine; 1-[p-[ (7-chloro-4-quinolyl)amino]benzoyl]-4-benzylpiperazine; 1-[p-[(6-methoxy-4-quinolyl)amino]benzoyl]-4-methylpiperazine; 1-[p-[(5-isobutoxy-4-quinolyl)amino]benzoyl]-4-methylpiperazine; 1-[p-[(7-methyl-4-quin... Yield: 83.0%. Starting materials: C(C1=CC=CC=C1)N(C1=CC(=C(C=C1)C1(COC1)O)F)CC1=CC=CC=C1 (3-(4-(dibenzylamino)-2-fluorophenyl)oxetan-3-ol). Procedure details: To a stirred solution of 3-(4-(dibenzylamino)-2-fluorophenyl)oxetan-3-ol (2.15 g, 5.92 mmol, 1.0 eq) in THF (125 mL) was added 10% Pd/C (0.230 g) under argon and stirred under hydrogen balloon pressure for 16 h. The mixture was passed through celite, and the filtrate concentrated under vacuum. The resulting crude product was purified by CC using EtOAc/PE (7:3) to get 3-(4-amino-2-fluorophenyl)oxetan-3-ol (0.9 g, 73%; TLC system: EtOAc 100%, 0.5). The product is NC1=CC(=C(C=C1)C1(COC1)O)F (3-(4-amino-2-fluorophenyl)oxetan-3-ol). As a reaction SMILES: C([N:8](CC1C=CC=CC=1)[C:9]1[CH:14]=[CH:13][C:12]([C:15]2([OH:19])[CH2:18][O:17][CH2:16]2)=[C:11]([F:20])[CH:10]=1)C1C=CC=CC=1>C1COCC1.[Pd]>[NH2:8][C:9]1[CH:14]=[CH:13][C:12]([C:15]2([OH:19])[CH2:16][O:17][CH2:18]2)=[C:11]([F:20])[CH:10]=1. The reagents and catalysts are [Pd] (Pd/C). Run in C1CCOC1 (THF). Conditions: time 16 hour. The reactants are ClC(F)F (chlorodifluoromethane), OC1=CC=C(C=C1)C(C(=O)O)C(C)C (2-(4-hydroxyphenyl)-3-methylbutyric acid), O1CCOCC1 (dioxane), [OH-].[Na+] (sodium hydroxide), ice water. The solvent is O (water). Product: FC(OC1=CC=C(C=C1)C(C(=O)O)C(C)C)F (2-(4-difluoromethoxyphenyl)-3-methylbutyric acid). Isolated yield 43.0%. As a reaction SMILES: [OH:1][C:2]1[CH:7]=[CH:6][C:5]([CH:8]([CH:12]([CH3:14])[CH3:13])[C:9]([OH:11])=[O:10])=[CH:4][CH:3]=1.O1CCOCC1.[OH-].[Na+].Cl[CH:24]([F:26])[F:25]>O>[F:25][CH:24]([F:26])[O:1][C:2]1[CH:3]=[CH:4][C:5]([CH:8]([CH:12]([CH3:14])[CH3:13])[C:9]([OH:11])=[O:10])=[CH:6][CH:7]=1 |f:2.3|. Procedure details: To a stirred mixture of 2-(4-hydroxyphenyl)-3-methylbutyric acid (10.0 g; 0.0515 mol), dioxane (65 ml), sodium hydroxide (19.08 g, 18.56 g real; 0.464 mol), and water (30 ml) is bubbled chlorodifluoromethane (46 g; 0.532 mol) at 80° C. over a four-hour period. The reaction mixture is then poured into 250 ml of ice water, washed with ether, acidified with concentrated hydrochloric acid to pH 3, and extracted with 200 ml of ether. The ether extract is washed with 100 ml of water, dried with sodium... The reactants are OC1=C(C=C2C=NC=NC2=C1)OC (7-hydroxy-6-methoxyquinazoline), BrCCCCl (1-bromo-3-chloropropane), C([O-])([O-])=O.[K+].[K+] (potassium carbonate). The solvent is CN(C)C=O (DMF), O (water). Reaction conditions: temperature 40 celsius. The product is ClCCCOC1=C(C=C2C=NC=NC2=C1)OC (7-(3-chloropropoxy)6-methoxyquinazoline). The yield is 85.7%. As a reaction SMILES: [OH:1][C:2]1[CH:11]=[C:10]2[C:5]([CH:6]=[N:7][CH:8]=[N:9]2)=[CH:4][C:3]=1[O:12][CH3:13].Br[CH2:15][CH2:16][CH2:17][Cl:18].C(=O)([O-])[O-].[K+].[K+]>CN(C=O)C.O>[Cl:18][CH2:17][CH2:16][CH2:15][O:1][C:2]1[CH:11]=[C:10]2[C:5]([CH:6]=[N:7][CH:8]=[N:9]2)=[CH:4][C:3]=1[O:12][CH3:13] |f:2.3.4|. Procedure details: A mixture of 44-chloro-2-fluoroanilino)-7-hydroxy-6-methoxyquinazoline (957 mg, 3 mmol), (prepared as described for the starting material in Example 2), 1-bromo-3-chloropropane (2.36 g, 15 mmol) and potassium carbonate (2.1 g, 15 mmol) in DMF (20 ml) was heated at 40° C. for 1.5 hours. The mixture was allowed to cool, was diluted with water and extracted with ethyl acetate (3×50 ml). The organic extracts were combined, washed with water and brine, dried (MgSO4) and the volatiles were removed by ...